This data is from the Open Reaction Database (ORD), a public repository of structured organic reaction records. The task is: describe an organic reaction: reactants, conditions, products, and yield Starting materials: IC1=NNC2=CC=CC(=C12)[N+](=O)[O-] (3-iodo-4-nitro-1H-indazole), C([O-])([O-])=O.[K+].[K+] (potassium carbonate), BrCC1=CN=C(S1)C (5-(bromomethyl)-2-methylthiazole). Solvent: CN(C)C=O (DMF), O (water), CCOC(=O)C (EtOAc). Conditions: time 18 hour. The product is IC1=NN(C2=CC=CC(=C12)[N+](=O)[O-])CC1=CN=C(S1)C (5-((3-iodo-4-nitro-1H-indazol-1-yl)methyl)-2-methylthiazole). Yield: 99.8%. RXN SMILES: [I:1][C:2]1[C:10]2[C:5](=[CH:6][CH:7]=[CH:8][C:9]=2[N+:11]([O-:13])=[O:12])[NH:4][N:3]=1.C(=O)([O-])[O-].[K+].[K+].Br[CH2:21][C:22]1[S:26][C:25]([CH3:27])=[N:24][CH:23]=1>CN(C=O)C.O.CCOC(C)=O>[I:1][C:2]1[C:10]2[C:5](=[CH:6][CH:7]=[CH:8][C:9]=2[N+:11]([O-:13])=[O:12])[N:4]([CH2:21][C:22]2[S:26][C:25]([CH3:27])=[N:24][CH:23]=2)[N:3]=1 |f:1.2.3|. Procedure details: To a solution of 3-iodo-4-nitro-1H-indazole (441 mg, 1.53 mmol) in anhydrous DMF (3 mL) were added potassium carbonate (422 mg, 3.05 mmol), and 5-(bromomethyl)-2-methylthiazole (440 mg, 2.30 mmol) at ambient temperature and under a nitrogen atmosphere. The resulting mixture was stirred at ambient temperature overnight (about 18 hours). The reaction mixture was diluted with water (10 mL) and EtOAc (20 mL). The phases were separated and the aqueous phase was extracted with EtOAc (2×25 mL). The com... Procedure: To a solution of 0.33 g (0.98 mmol) 4-o-tolyloxy-[2,2′]bipyrimidinyl-5-carboxylic acid ethyl ester in 15 ml ethanol 3.68 ml 0.4 N NaOH was added and the resulting solution was stirred for 2 hrs at RT. The pH of the solution was adjusted to 4 with 1N HCl. The aqueous solution was extracted three times with CH2Cl2. The combined organic phases were dried (Na2SO4), filtered and evaporated. The resulting solid was triturated twice with diethyl ether, filtered off and dried to give 0.26 g (85%) 4-o-to... Reaction SMILES: C([O:3][C:4]([C:6]1[C:7]([O:18][C:19]2[CH:24]=[CH:23][CH:22]=[CH:21][C:20]=2[CH3:25])=[N:8][C:9]([C:12]2[N:17]=[CH:16][CH:15]=[CH:14][N:13]=2)=[N:10][CH:11]=1)=[O:5])C.Cl>C(O)C>[C:20]1([CH3:25])[CH:21]=[CH:22][CH:23]=[CH:24][C:19]=1[O:18][C:7]1[C:6]([C:4]([OH:5])=[O:3])=[CH:11][N:10]=[C:9]([C:12]2[N:13]=[CH:14][CH:15]=[CH:16][N:17]=2)[N:8]=1. Reaction conditions: time 2 hour. The product is C1(=C(C=CC=C1)OC1=NC(=NC=C1C(=O)O)C1=NC=CC=N1)C (4-o-tolyloxy-[2,2′]bipyrimidinyl-5-carboxylic acid). Yield: 86.1%. The solvent is C(C)O (ethanol). Starting materials: C(C)OC(=O)C=1C(=NC(=NC1)C1=NC=CC=N1)OC1=C(C=CC=C1)C (4-o-tolyloxy-[2,2′]bipyrimidinyl-5-carboxylic acid ethyl ester), Cl (HCl). The reactants are ClC=1C=C(C=CC1OC(C)C)C1=NC(=NO1)C=1C=CC=C2C(=CN(C12)C)CN[C@H](C)C(=O)[O-] (N-{[7-(5-{3-chloro-4-[(1-methylethyl)oxy]phenyl}-1,2,4-oxadiazol-3-yl)-1-methyl-1H-indol-3-yl]methyl}-D-alaninate), [OH-].[Na+] (NaOH), Cl (HCl). Solvent: C1CCOC1 (THF). Run at time 8 hour. Product: ClC=1C=C(C=CC1OC(C)C)C1=NC(=NO1)C=1C=CC=C2C(=CN(C12)C)CN[C@H](C)C(=O)O (N-{[7-(5-{3-chloro-4-[(1-methylethyl)oxy]phenyl}-1,2,4-oxadiazol-3-yl)-1-methyl-1H-indol-3-yl]methyl}-D-alanine). The yield is 54.4%. RXN SMILES: [Cl:1][C:2]1[CH:3]=[C:4]([C:12]2[O:16][N:15]=[C:14]([C:17]3[CH:18]=[CH:19][CH:20]=[C:21]4[C:25]=3[N:24]([CH3:26])[CH:23]=[C:22]4[CH2:27][NH:28][C@@H:29]([C:31]([O-:33])=[O:32])[CH3:30])[N:13]=2)[CH:5]=[CH:6][C:7]=1[O:8][CH:9]([CH3:11])[CH3:10].[OH-].[Na+].Cl>C1COCC1>[Cl:1][C:2]1[CH:3]=[C:4]([C:12]2[O:16][N:15]=[C:14]([C:17]3[CH:18]=[CH:19][CH:20]=[C:21]4[C:25]=3[N:24]([CH3:26])[CH:23]=[C:22]4[CH2:27][NH:28][C@@H:29]([C:31]([OH:33])=[O:32])[CH3:30])[N:13]=2)[CH:5]=[CH:6][C:7]=1[O:8][CH:9]([CH3:10])[CH3:11] |f:1.2|. Procedure details: To a stirred solution of N-{[7-(5-{3-chloro-4-[(1-methylethyl)oxy]phenyl}-1,2,4-oxadiazol-3-yl)-1-methyl-1H-indol-3-yl]methyl}-D-alaninate (D80) (110 mg) in THF (2 mL) was added aqueous NaOH (2 M, 2 mL). The reaction was stirred at room temperature overnight. The reaction mixture was acidified with HCl (2 M) to pH 6-7. The resulting solid was separated and suspended in methanol (2 mL) with stirring, HCl (2M) was added until the solid dissolved completely. The solution was freeze dried to afford ... Reactants: FC(C1=CC=C(C=N[S@](=O)C(C)(C)C)C=C1)(F)F ((R)—N-(4-(trifluoromethyl)-benzylidene)-2-methylpropane-2-sulfinamide), O (water), BrC1=C(C=CC=C1)CC(C)(OC)OC (1-Bromo-2-(2,2-dimethoxypropyl)benzene), C(C)(C)(C)[Li] (tert-butyllithium). The solvent is C1CCOC1 (THF), C1CCOC1 (THF). Run at time 10 minute. The product is COC(CC1=C(C=CC=C1)C(N[S@](=O)C(C)(C)C)C1=CC=C(C=C1)C(F)(F)F)(C)OC ((R)—N-((2-(2,2-Dimethoxypropyl)phenyl)(4-(trifluoromethyl)phenyl)-methyl)-2-methylpropane-2-sulfinamide). RXN SMILES: Br[C:2]1[CH:7]=[CH:6][CH:5]=[CH:4][C:3]=1[CH2:8][C:9]([O:13][CH3:14])([O:11][CH3:12])[CH3:10].C([Li])(C)(C)C.[F:20][C:21]([F:37])([F:36])[C:22]1[CH:35]=[CH:34][C:25]([CH:26]=[N:27][S@@:28]([C:30]([CH3:33])([CH3:32])[CH3:31])=[O:29])=[CH:24][CH:23]=1.O>C1COCC1>[CH3:12][O:11][C:9]([O:13][CH3:14])([CH3:10])[CH2:8][C:3]1[CH:4]=[CH:5][CH:6]=[CH:7][C:2]=1[CH:26]([C:25]1[CH:24]=[CH:23][C:22]([C:21]([F:36])([F:37])[F:20])=[CH:35][CH:34]=1)[NH:27][S@@:28]([C:30]([CH3:33])([CH3:32])[CH3:31])=[O:29]. Reported procedure: 1-Bromo-2-(2,2-dimethoxypropyl)benzene (4.00 g, 15.43 mmol) was dissolved in 150 mL THF and tert-butyllithium (18.160 mL, 30.871 mmol) was added dropwise at −78° C. After addition a solution of (R)—N-(4-(trifluoromethyl)-benzylidene)-2-methylpropane-2-sulfinamide (8.5608 g, 30.871 mmol) in THF (10 mL) was added and stirring was continued for 10 min in the cold. The reaction was hydrolyzed with 50 mL water and the mixture was warmed to RT. TLC showed a 1:1 mixture of the 2 diastereomers. No attem... Reactants: C(#N)C1=CC=C(C=C1)NC(=O)C=1CCOC2=C(C1)C=C(C=C2)C2=CC=C(C=C2)C (N-(4-cyanophenyl)-7-(4-methylphenyl)-2,3-dihydro-1-benzooxepine-4-carboxamide), Cl.C(C)O.O1CCOCC1 (hydrogen chloride ethanol dioxane). Run at time 20 hour. Yields the product Cl.C(C)OC(=N)C1=CC=C(C=C1)NC(=O)C=1CCOC2=C(C1)C=C(C=C2)C2=CC=C(C=C2)C (N-[4-(ethoxycarbonimidoyl)phenyl]-7-(4-methylphenyl)-2,3-dihydro-1-benzooxepine-4-carboxamide hydrochloride). As a reaction SMILES: [C:1]([C:3]1[CH:8]=[CH:7][C:6]([NH:9][C:10]([C:12]2[CH2:13][CH2:14][O:15][C:16]3[CH:22]=[CH:21][C:20]([C:23]4[CH:28]=[CH:27][C:26]([CH3:29])=[CH:25][CH:24]=4)=[CH:19][C:17]=3[CH:18]=2)=[O:11])=[CH:5][CH:4]=1)#[N:2].[ClH:30].[CH2:31]([OH:33])[CH3:32].O1CCOCC1>>[ClH:30].[CH2:31]([O:33][C:1]([C:3]1[CH:4]=[CH:5][C:6]([NH:9][C:10]([C:12]2[CH2:13][CH2:14][O:15][C:16]3[CH:22]=[CH:21][C:20]([C:23]4[CH:24]=[CH:25][C:26]([CH3:29])=[CH:27][CH:28]=4)=[CH:19][C:17]=3[CH:18]=2)=[O:11])=[CH:7][CH:8]=1)=[NH:2])[CH3:32] |f:1.2.3,4.5|. Procedure: To N-(4-cyanophenyl)-7-(4-methylphenyl)-2,3-dihydro-1-benzooxepine-4-carboxamide (347 mg) was added a solution of 28% hydrogen chloride/ethanol/dioxane (5 ml). After the resulting mixture was stirred at room temperature for 20 hours, the precipitate was collected by filtration and was washed with ethyl acetate to obtain N-[4-(ethoxycarbonimidoyl)phenyl]-7-(4-methylphenyl)-2,3-dihydro-1-benzooxepine-4-carboxamide hydrochloride (369 mg) as yellow crystals. Reactants: ClC=1NC=C(N1)[N+](=O)[O-] (2-Chloro-4-nitro-1H-imidazole), S(=O)(=O)(OC[C@H]1CO1)C1=CC=C(C)C=C1 ((R)-(−)-glycidyl tosylate), C(O)([O-])=O.[Na+] (sodium hydrogencarbonate). Solvent: O1CCCC1 (tetrahydrofuran). Product: ClC=1N(C=C(N1)[N+](=O)[O-])C[C@H]1OC1 ((R)-2-chloro-4-nitro-1-(oxiran-2-ylmethyl)imidazole). Yield: 105.1%. As a reaction SMILES: [Cl:1][C:2]1[NH:3][CH:4]=[C:5]([N+:7]([O-:9])=[O:8])[N:6]=1.S(C1C=CC(C)=CC=1)(O[CH2:14][C@@H:15]1[O:17][CH2:16]1)(=O)=O.C(=O)([O-])O.[Na+]>O1CCCC1>[Cl:1][C:2]1[N:3]([CH2:14][C@@H:15]2[CH2:16][O:17]2)[CH:4]=[C:5]([N+:7]([O-:9])=[O:8])[N:6]=1 |f:2.3|. Procedure: 2-Chloro-4-nitro-1H-imidazole (1 g, 6.78 mmol) and (R)-(−)-glycidyl tosylate (1.7 g, 7.45 mmol) were dissolved in tetrahydrofuran (THF) (10 ml), sodium hydrogencarbonate (600 mg, 7.14 mmol) was added to the solution, and the resulting mixture was stirred under reflux for 11 hours. The reaction mixture was concentrated under reduced pressure, water was added to the solution, and the resulting mixture was extracted with ethyl acetate. The organic phase was washed with water and a saturated saline ... The reactants are CC(C)(C)C(=O)C#N, [Cl-], [NH4+], [Na+], [Na+], O=C([O-])[O-], O, O=S(=O)(O)O. Yields the product CC(C)(C)C(=O)C(N)=O. As a reaction SMILES: [C:1]([C:2]([CH3:3])([CH3:4])[CH3:5])(=[O:6])[C:7]#[N:8].[Cl-:9].[NH4+:10].[Na+:16].[Na+:17].[O-:18][C:19](=[O:20])[O-:21].[OH2:22].[S:11]([OH:12])(=[O:13])(=[O:14])[OH:15]>>[C:1]([C:2]([CH3:3])([CH3:4])[CH3:5])(=[O:6])[C:7]([NH2:8])=[O:12].